Dataset: the Open Reaction Database (ORD), a public repository of structured organic reaction records. Task: describe an organic reaction: reactants, conditions, products, and yield The reactants are FC(S(=O)(=O)OC=1C(=C(C=O)C=CC1)OCC1=CC=2C(CCC(C2C=C1)(C)C)(C)C)(F)F (3-Trifluoromethylsulphonyloxy-2-[5,6,7,8-tetrahydro-5,5,8,8-tetramethyl-2-naphthalenyl]methoxy benzaldehyde), C1(=CC=CC=C1)[Sn](CCCC)(CCCC)CCCC (phenyltributylstannane). The product is CC1(C=2C=CC(=CC2C(CC1)(C)C)COC1=C(C=CC=C1C=O)C1=CC=CC=C1)C (2-[5,6,7,8-tetrahydro-5,5,8,8-tetramethyl-2-naphthalenyl]methoxy-[1,1'-biphenyl]-3-carboxaldehyde). Isolated yield 53.6%. RXN SMILES: FC(F)(F)S(O[C:7]1[C:8]([O:15][CH2:16][C:17]2[CH:26]=[CH:25][C:24]3[C:23]([CH3:28])([CH3:27])[CH2:22][CH2:21][C:20]([CH3:30])([CH3:29])[C:19]=3[CH:18]=2)=[C:9]([CH:12]=[CH:13][CH:14]=1)[CH:10]=[O:11])(=O)=O.[C:33]1([Sn](CCCC)(CCCC)CCCC)[CH:38]=[CH:37][CH:36]=[CH:35][CH:34]=1>>[CH3:27][C:23]1([CH3:28])[CH2:22][CH2:21][C:20]([CH3:29])([CH3:30])[C:19]2[CH:18]=[C:17]([CH2:16][O:15][C:8]3[C:9]([CH:10]=[O:11])=[CH:12][CH:13]=[CH:14][C:7]=3[C:33]3[CH:34]=[CH:35][CH:36]=[CH:37][CH:38]=3)[CH:26]=[CH:25][C:24]1=2. Reported procedure: 3-Trifluoromethylsulphonyloxy-2-[5,6,7,8-tetrahydro-5,5,8,8-tetramethyl-2-naphthalenyl]methoxy benzaldehyde (46) (0.844 g., 1.79 mmol) is coupled with phenyltributylstannane (0.760 g., 2.06 mmol) via the method of Example 3 to afford 2-[5,6,7,8-tetrahydro-5,5,8,8-tetramethyl-2-naphthalenyl]methoxy-[1,1'-biphenyl]-3-carboxaldehyde (47) (0.380 g., 0.96 mmol, 54%): chromatographed on silica gel using CH2Cl2 /hexane to afford an oil; 1H NMR (300 MHz, CDCl3) 10.32 (s, 1H, CHO), 7.81 (dd, J=2, 8 Hz, 1... The reactants are C(=O)(O)C=1C(N(N=C(C1)C1=CC(=C(C=C1)C)F)CC(C)C)=O (4-carboxy-6-(3-fluoro-4-methylphenyl)-2-isobutyl-2H-pyridazin-3-one), C(C(C)C)N1N=C(C=C(C1=O)C(=O)OC)C1=CC=C(C=C1)C (2-isobutyl-4-methoxycarbonyl-6-(4-methylphenyl)-2H-pyridazin-3-one). The product is C(=O)(O)C=1C(N(N=C(C1)C1=CC=C(C=C1)C)CC(C)C)=O (4-carboxy-2-isobutyl-6-(4-methylphenyl)-2H-pyridazin-3-one), needles. Yield: 86.7%. Reaction SMILES: [C:1]([C:4]1[C:5](=[O:22])[N:6]([CH2:18][CH:19]([CH3:21])[CH3:20])[N:7]=[C:8]([C:10]2[CH:15]=[CH:14][C:13]([CH3:16])=[C:12](F)[CH:11]=2)[CH:9]=1)([OH:3])=[O:2].C(N1C(=O)C(C(OC)=O)=CC(C2C=CC(C)=CC=2)=N1)C(C)C>>[C:1]([C:4]1[C:5](=[O:22])[N:6]([CH2:18][CH:19]([CH3:20])[CH3:21])[N:7]=[C:8]([C:10]2[CH:15]=[CH:14][C:13]([CH3:16])=[CH:12][CH:11]=2)[CH:9]=1)([OH:3])=[O:2]. Procedure: Following the procedure of Example 1 (7), 2-isobutyl-4-methoxycarbonyl-6-(4-methylphenyl)-2H-pyridazin-3-one was reacted to yield the title compound as slightly yellow needles (yield: 86.7%). Starting materials: ClCN1S(N(C(C1=O)CCC(C)(Cl)C)C)(=O)=O (2-chloromethyl-4-(3-methyl-3-chlorobutyl)-5-methyl-1,2,5-thiadiazolidin-3-one 1,1-dioxide), ClC1=C(C(=O)O)C(=CC=C1)Cl (2,6-dichlorobenzoic acid), C([O-])([O-])=O.[K+].[K+] (potassium carbonate), ice water. Run in CN(C)C=O (DMF). Yields the product ClC1=C(C(=CC=C1)Cl)C(=O)OCN1S(N(C(C1=O)CCC(C)(Cl)C)C)(=O)=O (2-(2,6-dichlorophenylcarbonyloxymethyl) -4- (3-methyl-3-chlorobutyl)-5-methyl-1,2,5-thiadiazolidin-3-one 1,1-dioxide). Isolated yield 10.0%. Reaction SMILES: Cl[CH2:2][N:3]1[C:7](=[O:8])[CH:6]([CH2:9][CH2:10][C:11]([CH3:14])([Cl:13])[CH3:12])[N:5]([CH3:15])[S:4]1(=[O:17])=[O:16].[Cl:18][C:19]1[CH:27]=[CH:26][CH:25]=[C:24]([Cl:28])[C:20]=1[C:21]([OH:23])=[O:22].C(=O)([O-])[O-].[K+].[K+]>CN(C=O)C>[Cl:18][C:19]1[CH:27]=[CH:26][CH:25]=[C:24]([Cl:28])[C:20]=1[C:21]([O:23][CH2:2][N:3]1[C:7](=[O:8])[CH:6]([CH2:9][CH2:10][C:11]([CH3:14])([Cl:13])[CH3:12])[N:5]([CH3:15])[S:4]1(=[O:17])=[O:16])=[O:22] |f:2.3.4|. Procedure details: To a solution of 2-chloromethyl-4-(3-methyl-3-chlorobutyl)-5-methyl-1,2,5-thiadiazolidin-3-one 1,1-dioxide (0.41 g; 1.35 mmol) in DMF was added at room temperature 2,6-dichlorobenzoic acid (0.283 g; 1.48 mmol) and potassium carbonate (0.246 g, 1.78 mmol), and the resulting solution was allowed to react at room temperature for 40 hours. The mixture was poured into ice/water, extracted with ethyl acetate, and the organic layer was washed with water, brine, and dried. The organic solution was conce... The product is CC(C)(C)OC(=O)NCC1CCCc2ccc(C(=O)O)cc21. As a reaction SMILES: [C:1](=[O:2])([O:3][C:4]([CH3:5])([CH3:6])[CH3:7])[NH:8][CH2:9][CH:10]1[CH2:11][CH2:12][CH2:13][c:14]2[cH:15][cH:16][c:17]([C:20](=[O:21])[O:22][CH3:23])[cH:18][c:19]21.[C:26]([NH:27][CH2:28][C:29]1([C:30]([OH:31])=[O:32])[CH:33]=[CH:34][C:35]2=[C:40]([CH2:39][CH2:38][CH2:37][CH2:36]2)[CH2:41]1)([O:42][C:43]([CH3:44])([CH3:45])[CH3:46])=[O:47].[CH3:48][CH2:49][OH:50].[Na+:25].[OH-:24].[OH2:51]>>[C:1](=[O:2])([O:3][C:4]([CH3:5])([CH3:6])[CH3:7])[NH:8][CH2:9][CH:10]1[CH2:11][CH2:12][CH2:13][c:14]2[cH:15][cH:16][c:17]([C:20](=[O:21])[OH:22])[cH:18][c:19]21. The reactants are COC(=O)c1ccc2c(c1)C(CNC(=O)OC(C)(C)C)CCC2, CC(C)(C)OC(=O)NCC1(C(=O)O)C=CC2=C(CCCC2)C1, CCO, [Na+], [OH-], O. Reactants: [N+](=O)([O-])C=1C=C(C(=O)O)C=CC1Cl (3-nitro-4-chlorobenzoic acid), C([O-])([O-])=O.[K+].[K+] (potassium carbonate), Cl (hydrochloric acid), C(C)I (Ethyl iodide). Solvent: CN(C)C=O (DMF), CN(C)C=O (DMF). Reaction conditions: temperature 60 celsius, time 3 hour. Yields the product ClC1=C(C=C(C(=O)OCC)C=C1)[N+](=O)[O-] (ethyl 4-chloro-3-nitrobenzoate). As a reaction SMILES: C(=O)([O-])[O-].[K+].[K+].[N+:7]([C:10]1[CH:11]=[C:12]([CH:16]=[CH:17][C:18]=1[Cl:19])[C:13]([OH:15])=[O:14])([O-:9])=[O:8].[CH2:20](I)[CH3:21].Cl>CN(C=O)C>[Cl:19][C:18]1[CH:17]=[CH:16][C:12]([C:13]([O:15][CH2:20][CH3:21])=[O:14])=[CH:11][C:10]=1[N+:7]([O-:9])=[O:8] |f:0.1.2|. Procedure: To potassium carbonate (103 g) was added DMF (1 L), and a solution of 3-nitro-4-chlorobenzoic acid (125 g) in DMF (500 ml) was added thereto under ice-cooling. Ethyl iodide (116 g) was added thereto and the resulting mixture was stirred at 60° C. for 3 hours. The reaction solution was added to a 1N aqueous hydrochloric acid solution and the crystals precipitated were collected by filtration, washed with a 1N aqueous hydrochloric acid solution and water and then dried under reduced pressure to ob... Reaction SMILES: [CH2:47]([Cl:48])[Cl:49].[CH3:28][n:29]1[cH:30][n:31][c:32]([CH2:34][C:35](=[O:36])[OH:37])[cH:33]1.[CH3:2][O:3][C:4]([CH:5]([NH:6][C:7]([c:8]1[c:9](-[c:15]2[cH:16][cH:17][cH:18][cH:19][cH:20]2)[cH:10][c:11]([NH2:14])[cH:12][cH:13]1)=[O:21])[CH2:22][CH2:23][S:24][CH3:25])=[O:26].[CH:38]([N:39]([CH:40]([CH3:41])[CH3:42])[CH2:43][CH3:44])([CH3:45])[CH3:46].[ClH:1].[ClH:27]>>[CH3:2][O:3][C:4]([CH:5]([NH:6][C:7]([c:8]1[c:9](-[c:15]2[cH:16][cH:17][cH:18][cH:19][cH:20]2)[cH:10][c:11]([NH:14][C:35]([CH2:34][c:32]2[n:31][cH:30][n:29]([CH3:28])[cH:33]2)=[O:36])[cH:12][cH:13]1)=[O:21])[CH2:22][CH2:23][S:24][CH3:25])=[O:26]. The reactants are ClCCl, Cn1cnc(CC(=O)O)c1, COC(=O)C(CCSC)NC(=O)c1ccc(N)cc1-c1ccccc1, CCN(C(C)C)C(C)C, Cl, Cl. Product: COC(=O)C(CCSC)NC(=O)c1ccc(NC(=O)Cc2cn(C)cn2)cc1-c1ccccc1. The reactants are Cl (HCl), C(C)OC(C(CC1=C2CCCC2=C(C=C1)OCCC=1N=C(OC1C)C1=CC=CC=C1)OCC)=O ([rac]-2-Ethoxy-3-{7-[2-(5-methyl-2-phenyl-oxazol-4-yl)-ethoxy]-indan-4-yl}-propionic acid ethyl ester), [Li+].[OH-] (LiOH), solution. Run in O1CCOCC1 (dioxane), O (water), O (water). Run at time 8 hour. Yields the product C(C)OC(C(=O)O)CC1=C2CCCC2=C(C=C1)OCCC=1N=C(OC1C)C1=CC=CC=C1 ([rac]-2-ethoxy-3-{7-[2-(5-methyl-2-phenyl-oxazol-4-yl)-ethoxy]-indan-4-yl}-propionic acid). Isolated yield 59.0%. RXN SMILES: C([O:3][C:4](=[O:34])[CH:5]([O:31][CH2:32][CH3:33])[CH2:6][C:7]1[CH:15]=[CH:14][C:13]([O:16][CH2:17][CH2:18][C:19]2[N:20]=[C:21]([C:25]3[CH:30]=[CH:29][CH:28]=[CH:27][CH:26]=3)[O:22][C:23]=2[CH3:24])=[C:12]2[C:8]=1[CH2:9][CH2:10][CH2:11]2)C.[Li+].[OH-].Cl>O1CCOCC1.O>[CH2:32]([O:31][CH:5]([CH2:6][C:7]1[CH:15]=[CH:14][C:13]([O:16][CH2:17][CH2:18][C:19]2[N:20]=[C:21]([C:25]3[CH:26]=[CH:27][CH:28]=[CH:29][CH:30]=3)[O:22][C:23]=2[CH3:24])=[C:12]2[C:8]=1[CH2:9][CH2:10][CH2:11]2)[C:4]([OH:34])=[O:3])[CH3:33] |f:1.2|. Procedure details: [rac]-2-Ethoxy-3-{7-[2-(5-methyl-2-phenyl-oxazol-4-yl)-ethoxy]-indan-4-yl}-propionic acid ethyl ester (850 mg, 1.83 mmol ) was dissolved in 10 ml of dioxane; 5 ml of water and LiOH (4.58 ml of a 1N solution in water, 4.58 mmol) were then added slowly at room temperature. The resulting mixture was stirred overnight at room temperature and then poured onto ice, neutralized to pH 4 with HCl (1N) and extracted 3 times with AcOEt. The combined organic phases were washed with water, dried over magnesi... The reactants are ClCCl (dichloromethane), ClC1=CC=NC2=CC(=CC=C12)Cl (4,7-dichloroquinoline), NC(CO)C (2-amino-1-propanol), O (Water). Run in C(CCC)O (butanol). Conditions: time 3 day. Yields the product ClC1=CC=C2C(=CC=NC2=C1)NC(CO)C (7-Chloro-N-(2-hydroxy-1-methylethyl)-4-quinolinamine). Yield: 71.1%. RXN SMILES: Cl[C:2]1[C:11]2[C:6](=[CH:7][C:8]([Cl:12])=[CH:9][CH:10]=2)[N:5]=[CH:4][CH:3]=1.[NH2:13][CH:14]([CH3:17])[CH2:15][OH:16].O.ClCCl>C(O)CCC>[Cl:12][C:8]1[CH:7]=[C:6]2[C:11]([C:2]([NH:13][CH:14]([CH3:17])[CH2:15][OH:16])=[CH:3][CH:4]=[N:5]2)=[CH:10][CH:9]=1. Reported procedure: A mixture of 20 g of 4,7-dichloroquinoline and 16 g of 2-amino-1-propanol in 60 ml of butanol was stirred at reflux. The reaction was complete after three days of stirring and the vessel was allowed to cool to room temperature. Water was added to the mixture and extraction was conducted with dichloromethane. Drying over anhydrous magnesium sulfate and evaportion of solvents resulted in 17 g of solid which was triturated with ether. Recrystallization from ethanol/acetone gave 16 g of crystalline ... Procedure details: A 1.514-necked glass flask equipped with a mechanical stirrer, a thermometer and an argon inlet was charged with 112.2 g of 2-thiophenecarbaldehyde (1.00 mol) and 100 ml of THF and to the resulting solution was added dropwise at −20° C. within 1.2 h 650 ml of vinylmagnesium chloride 1.7 M solution in THF. The temperature during the addition was kept between −20 and −25° C. with aid of an acetone/dry ice bath, then increased to 0° C. during 35 min and kept at this temperature for 20 min. To the r... Yields the product C(C)(=O)OC(C=C)C=1SC=CC1 (1-(2-Thienyl)allyl Acetate). As a reaction SMILES: [S:1]1[CH:5]=[CH:4][CH:3]=[C:2]1[CH:6]=[O:7].[CH:8]([Mg]Cl)=[CH2:9].[C:12](OC(=O)C)(=[O:14])[CH3:13]>C1COCC1>[C:12]([O:7][CH:6]([C:2]1[S:1][CH:5]=[CH:4][CH:3]=1)[CH:8]=[CH2:9])(=[O:14])[CH3:13]. Conditions: temperature 0 celsius, time 20 minute. The reactants are S1C(=CC=C1)C=O (2-thiophenecarbaldehyde), C(=C)[Mg]Cl (vinylmagnesium chloride), C(C)(=O)OC(C)=O (acetic anhydride). Solvent: C1CCOC1 (THF), C1CCOC1 (THF).